From a dataset of the Open Reaction Database (ORD), a public repository of structured organic reaction records. describe an organic reaction: reactants, conditions, products, and yield The reactants are CC(C)(C)OC(=O)CBr, O=C([O-])[O-], CC#N, [Cs+], [Cs+], CC(C)(C)OC(=O)n1c(=O)[nH]c2cc(I)ccc21. Yields the product CC(C)(C)OC(=O)Cn1c(=O)n(C(=O)OC(C)(C)C)c2ccc(I)cc21. As a reaction SMILES: [Br:19][CH2:20][C:21](=[O:22])[O:23][C:24]([CH3:25])([CH3:26])[CH3:27].[C:28](=[O:29])([O-:30])[O-:31].[CH3:34][C:35]#[N:36].[Cs+:32].[Cs+:33].[I:1][c:2]1[cH:3][c:4]2[c:5]([n:6]([C:10](=[O:11])[O:12][C:13]([CH3:14])([CH3:15])[CH3:16])[c:7](=[O:9])[nH:8]2)[cH:17][cH:18]1>>[I:1][c:2]1[cH:3][c:4]2[c:5]([n:6]([C:10](=[O:11])[O:12][C:13]([CH3:14])([CH3:15])[CH3:16])[c:7](=[O:9])[n:8]2[CH2:20][C:21](=[O:22])[O:23][C:24]([CH3:25])([CH3:26])[CH3:27])[cH:17][cH:18]1. Reactants: CC(=O)OC(C)=O, CC(=O)O, CCC(C(=O)C(C)C(O)C(C)CCc1c(N)cc(C)c(O)c1C(=O)O)C1OC(CC)(C2CCC(O)(CC)C(C)O2)CC1C, [Na+], [Na+], O=C([O-])[O-]. The product is CCC(C(=O)C(C)C(O)C(C)CCc1c(NC(C)=O)cc(C)c(O)c1C(=O)O)C1OC(CC)(C2CCC(O)(CC)C(C)O2)CC1C. RXN SMILES: [CH3:44][C:45](=[O:46])[O:47][C:48](=[O:49])[CH3:50].[CH3:57][C:58](=[O:59])[OH:60].[NH2:1][c:2]1[cH:3][c:4]([CH3:43])[c:5]([OH:42])[c:6]([C:7](=[O:8])[OH:9])[c:10]1[CH2:11][CH2:12][CH:13]([CH:14]([CH:15]([C:16]([CH:17]([CH:18]1[O:19][C:20]([CH:24]2[O:25][CH:26]([CH3:33])[C:27]([OH:30])([CH2:31][CH3:32])[CH2:28][CH2:29]2)([CH2:34][CH3:35])[CH2:21][CH:22]1[CH3:23])[CH2:36][CH3:37])=[O:38])[CH3:39])[OH:40])[CH3:41].[Na+:51].[Na+:52].[O-:53][C:54](=[O:55])[O-:56]>>[NH:1]([c:2]1[cH:3][c:4]([CH3:43])[c:5]([OH:42])[c:6]([C:7](=[O:8])[OH:9])[c:10]1[CH2:11][CH2:12][CH:13]([CH:14]([CH:15]([C:16]([CH:17]([CH:18]1[O:19][C:20]([CH:24]2[O:25][CH:26]([CH3:33])[C:27]([OH:30])([CH2:31][CH3:32])[CH2:28][CH2:29]2)([CH2:34][CH3:35])[CH2:21][CH:22]1[CH3:23])[CH2:36][CH3:37])=[O:38])[CH3:39])[OH:40])[CH3:41])[C:45]([CH3:44])=[O:46].